From a dataset of the Open Reaction Database (ORD), a public repository of structured organic reaction records. describe an organic reaction: reactants, conditions, products, and yield The reactants are CC(=C)C1=CC=CC=C1 (α-methylstyrene), C(C=O)(=O)OC (methyl glyoxylate). Run in C(O)([O-])=O.[Na+] (sodium hydrogen-carbonate). Run at temperature -30 celsius. Yields the product O[C@@H](C(=O)OC)CC(=C)C1=CC=CC=C1 (methyl (R)-2-hydroxy-4-phenyl-4-pentenoate). The yield is 97.0%. As a reaction SMILES: [CH3:1][C:2]([C:4]1[CH:9]=[CH:8][CH:7]=[CH:6][CH:5]=1)=[CH2:3].[C:10]([O:14][CH3:15])(=[O:13])[CH:11]=[O:12]>C(=O)([O-])O.[Na+]>[OH:12][C@H:11]([CH2:3][C:2]([C:4]1[CH:9]=[CH:8][CH:7]=[CH:6][CH:5]=1)=[CH2:1])[C:10]([O:14][CH3:15])=[O:13] |f:2.3|. Procedure details: A solution of an (R)-binaphthol-dichlorotitanium complex which had been prepared in the same manner as in Example 1 was cooled to -30° C. and added with 118 mg (1 mmole) of α-methylstyrene and 88 mg (1 mmole) of methyl glyoxylate, followed by reaction for 15 hours. Then, 10 ml of an aqueous sodium hydrogen-carbonate solution was added to terminate the reaction. The reaction mixture was filtered through Celite and extracted with two 20 ml portions of diethyl ether and two 20 ml portions of ethyl ... Reactants: CCOC(=O)c1cc(-c2ccco2)n(Cc2cc(-c3ccc(Cl)s3)on2)n1, C1CCOC1, Cl, [Na+], [OH-], O. The product is O=C(O)c1cc(-c2ccco2)n(Cc2cc(-c3ccc(Cl)s3)on2)n1. As a reaction SMILES: [CH2:1]([CH3:2])[O:3][C:4](=[O:5])[c:6]1[n:7][n:8]([CH2:16][c:17]2[n:18][o:19][c:20](-[c:22]3[s:23][c:24]([Cl:27])[cH:25][cH:26]3)[cH:21]2)[c:9](-[c:11]2[o:12][cH:13][cH:14][cH:15]2)[cH:10]1.[CH2:29]1[O:30][CH2:31][CH2:32][CH2:33]1.[ClH:28].[Na+:36].[OH-:35].[OH2:34]>>[O:3]=[C:4]([OH:5])[c:6]1[n:7][n:8]([CH2:16][c:17]2[n:18][o:19][c:20](-[c:22]3[s:23][c:24]([Cl:27])[cH:25][cH:26]3)[cH:21]2)[c:9](-[c:11]2[o:12][cH:13][cH:14][cH:15]2)[cH:10]1. Starting materials: CCC1Cc2cc(Br)ccc2O1, C=CCN(C(=O)OC(C)(C)C)C(=O)OC(C)(C)C, CN(C)C=O, Cc1ccccc1, B1C2CCCC1CCC2, [K+], [K+], [K+], C1CCOC1, O=P([O-])([O-])[O-]. The product is CCC1Cc2cc(CCCN(C(=O)OC(C)(C)C)C(=O)OC(C)(C)C)ccc2O1. RXN SMILES: [Br:28][c:29]1[cH:30][cH:31][c:32]2[c:33]([cH:39]1)[CH2:34][CH:35]([CH2:37][CH3:38])[O:36]2.[C:1](=[O:2])([O:3][C:4]([CH3:5])([CH3:6])[CH3:7])[N:8]([CH2:9][CH:10]=[CH2:11])[C:12](=[O:13])[O:14][C:15]([CH3:16])([CH3:17])[CH3:18].[CH3:53][N:54]([CH3:55])[CH:56]=[O:57].[CH3:58][c:59]1[cH:60][cH:61][cH:62][cH:63][cH:64]1.[CH:19]12[CH2:20][CH2:21][CH2:22][CH:23]([BH:24]1)[CH2:25][CH2:26][CH2:27]2.[K+:45].[K+:46].[K+:47].[O:48]1[CH2:49][CH2:50][CH2:51][CH2:52]1.[P:40]([O-:41])([O-:42])([O-:43])=[O:44]>>[C:1](=[O:2])([O:3][C:4]([CH3:5])([CH3:6])[CH3:7])[N:8]([CH2:9][CH2:10][CH2:11][c:29]1[cH:30][cH:31][c:32]2[c:33]([cH:39]1)[CH2:34][CH:35]([CH2:37][CH3:38])[O:36]2)[C:12](=[O:13])[O:14][C:15]([CH3:16])([CH3:17])[CH3:18]. The reactants are N1=CC=CC=C1 (Pyridine), C(C)(C)(C)OC(NCCS(=O)(=O)C=1C=2C=CN=CC2C=C(C1)Cl)=O ([2-(7-Chloro-isoquinoline-5-sulfonyl)-ethyl]-carbamic acid tert-butyl ester), C1(=CC=CC=C1)B(O)O (phenyl boronic acid), C(=O)([O-])[O-].[K+].[K+] (K2CO3). Solvent: O (Water), O (water), C(C)O (ethanol). Run at temperature 78 celsius, time 1 hour. Product: C(C)(C)(C)OC(NCCS(=O)(=O)C=1C=2C=CN=CC2C=C(C1)C1=CC=C(C=C1)OC1OCCCC1)=O ((2-{7-[4-(tetrahydro-pyran-2-yloxy)-phenyl]-isoquinoline-5-sulfonyl}-ethyl)-carbamic acid tert-butyl ester). The yield is 64.4%. Reaction SMILES: N1C=[CH:5][CH:4]=[CH:3][CH:2]=1.[C:7]([O:11][C:12](=[O:30])[NH:13][CH2:14][CH2:15][S:16]([C:19]1[C:20]2[CH:21]=[CH:22][N:23]=[CH:24][C:25]=2[CH:26]=[C:27](Cl)[CH:28]=1)(=[O:18])=[O:17])([CH3:10])([CH3:9])[CH3:8].[C:31]1(B(O)O)[CH:36]=[CH:35][CH:34]=[CH:33][CH:32]=1.[C:40]([O-:43])([O-])=[O:41].[K+].[K+]>O.C(O)C>[C:7]([O:11][C:12](=[O:30])[NH:13][CH2:14][CH2:15][S:16]([C:19]1[C:20]2[CH:21]=[CH:22][N:23]=[CH:24][C:25]=2[CH:26]=[C:27]([C:34]2[CH:35]=[CH:36][C:31]([O:41][CH:40]3[CH2:5][CH2:4][CH2:3][CH2:2][O:43]3)=[CH:32][CH:33]=2)[CH:28]=1)(=[O:18])=[O:17])([CH3:10])([CH3:9])[CH3:8] |f:3.4.5|. Procedure details: The 60 L reactor is charged with PEPPSI™ (Pyridine-Enhanced Precatalyst Preparation Stabilization and Initiation; 51.0 g; 74.9 mmoles), [2-(7-Chloro-isoquinoline-5-sulfonyl)-ethyl]-carbamic acid tert-butyl ester (1.383 kg; 3.729 moles), phenyl boronic acid (895 g; 4.03 moles), K2CO3 (1.039 kg; 7.518 moles), and ethanol (15 L) under a nitrogen purge. Initially 12 L of ethanol is added to the reactor and the remaining 3 L was used to rinse in the other charges. The reaction is warmed to reflux (78... The reactants are CN(C)C=O, Cc1oc(-c2ccccc2)nc1COc1ccc(CCl)cc1, [H-], [Na+], O, COC(=O)Cc1cc(OC)ccc1O. Product: COC(=O)Cc1cc(OC)ccc1OCc1ccc(OCc2nc(-c3ccccc3)oc2C)cc1. As a reaction SMILES: [CH3:37][N:38]([CH3:39])[CH:40]=[O:41].[Cl:1][CH2:2][c:3]1[cH:4][cH:5][c:6]([O:7][CH2:8][c:9]2[n:10][c:11](-[c:15]3[cH:16][cH:17][cH:18][cH:19][cH:20]3)[o:12][c:13]2[CH3:14])[cH:21][cH:22]1.[H-:42].[Na+:43].[OH2:44].[OH:23][c:24]1[c:25]([CH2:32][C:33](=[O:34])[O:35][CH3:36])[cH:26][c:27]([O:30][CH3:31])[cH:28][cH:29]1>>[CH2:2]([c:3]1[cH:4][cH:5][c:6]([O:7][CH2:8][c:9]2[n:10][c:11](-[c:15]3[cH:16][cH:17][cH:18][cH:19][cH:20]3)[o:12][c:13]2[CH3:14])[cH:21][cH:22]1)[O:23][c:24]1[c:25]([CH2:32][C:33](=[O:34])[O:35][CH3:36])[cH:26][c:27]([O:30][CH3:31])[cH:28][cH:29]1. The reactants are carboxylates, solution, [H-].[Al+3].[Li+].[H-].[H-].[H-] (lithium aluminum hydride), COC(=O)C=1C(=CC2=C(N=C(S2)C2=CC=CC=C2)C1)OC (methyl-6-methoxy-2-phenyl-5-benzothiazolecarboxylate), S(=O)(=O)([O-])[O-].[Na+].[Na+] (sodium sulfate). The solvent is O1CCCC1 (tetrahydrofuran), O1CCCC1 (THF). Run at temperature 0 celsius, time 5 hour. Yields the product COC1=CC2=C(N=C(S2)C2=CC=CC=C2)C=C1CO (6-Methoxy-2-phenyl-5-hydroxymethylbenzothiazole). As a reaction SMILES: C[O:2][C:3]([C:5]1[C:6]([O:20][CH3:21])=[CH:7][C:8]2[S:12][C:11]([C:13]3[CH:18]=[CH:17][CH:16]=[CH:15][CH:14]=3)=[N:10][C:9]=2[CH:19]=1)=O.[H-].[Al+3].[Li+].[H-].[H-].[H-].S([O-])([O-])(=O)=O.[Na+].[Na+]>O1CCCC1>[CH3:21][O:20][C:6]1[C:5]([CH2:3][OH:2])=[CH:19][C:9]2[N:10]=[C:11]([C:13]3[CH:18]=[CH:17][CH:16]=[CH:15][CH:14]=3)[S:12][C:8]=2[CH:7]=1 |f:1.2.3.4.5.6,7.8.9|. Reported procedure: A 1 liter round bottom flask was charged with 12.88 grams (45.2 mmol) of methyl-6-methoxy-2-phenyl-5-benzothiazolecarboxylate (as part of a mixture of regioisomeric carboxylates) in 600 mL of dry tetrahydrofuran (THF). This solution was cooled to 0° C. and treated with 67.8 mL (67.8 mmol) of a 1.0 M solution of lithium aluminum hydride in THF. The dark reaction mixture was stirred for 5 hours under nitrogen. The reaction was worked up by the careful dropwise addition of a saturated aqueous solut... The reactants are COC(=O)C1CC(=C(C(C1)=O)N=NC1=CC=CC=C1)O (3-hydroxy-5-keto-4-phenylazo-3-cyclohexene-carboxylic acid methyl ester), BrBr (bromine), C(C)(=O)N (acetamide), BrC1C(=O)NC(C1)=O (bromosuccinimide). The solvent is C(Cl)(Cl)Cl (chloroform), C(Cl)(Cl)Cl (chloroform). Reaction conditions: time 30 minute. Yields the product COC(C1=CC(=C(C(=C1)O)N=NC1=CC=CC=C1)O)=O (3,5-dihydroxy-4-phenylazo-benzoic acid methyl ester). Reaction SMILES: [CH3:1][O:2][C:3]([CH:5]1[CH2:10][C:9](=[O:11])[C:8]([N:12]=[N:13][C:14]2[CH:19]=[CH:18][CH:17]=[CH:16][CH:15]=2)=[C:7]([OH:20])[CH2:6]1)=[O:4].C(N)(=O)C.BrC1CC(=O)NC1=O.BrBr>C(Cl)(Cl)Cl>[CH3:1][O:2][C:3](=[O:4])[C:5]1[CH:10]=[C:9]([OH:11])[C:8]([N:12]=[N:13][C:14]2[CH:19]=[CH:18][CH:17]=[CH:16][CH:15]=2)=[C:7]([OH:20])[CH:6]=1. Reported procedure: 54.8 G. of 3-hydroxy-5-keto-4-phenylazo-3-cyclohexene-carboxylic acid methyl ester, 12.0 g. of acetamide and 2.0 g. of bromosuccinimide were stirred in 600 ml. of chloroform and treated dropwise with 32.0 g. of bromine in 400 ml. of chloroform (the reaction temperature being held below 35° C.). Soon, the separation of acetamide hydrobromide began. The mixture was stirred for an additional 30 minutes at room temperature. Then, the acetamide hydrobromide was removed by filtration and the filtrate ...